From a dataset of the Open Reaction Database (ORD), a public repository of structured organic reaction records. describe an organic reaction: reactants, conditions, products, and yield Reactants: OCc1cc(C(Sc2ccc(Cl)cc2)c2cc(F)ccc2F)c(Br)cn1, CO, CCOC(C)=O, O, OO. The product is O=S(=O)(c1ccc(Cl)cc1)C(c1cc(F)ccc1F)c1cc(CO)ncc1Br. RXN SMILES: [Br:1][c:2]1[c:3]([CH:10]([c:11]2[c:12]([F:18])[cH:13][cH:14][c:15]([F:17])[cH:16]2)[S:19][c:20]2[cH:21][cH:22][c:23]([Cl:26])[cH:24][cH:25]2)[cH:4][c:5]([CH2:8][OH:9])[n:6][cH:7]1.[CH3:30][OH:31].[CH3:32][CH2:33][O:34][C:35](=[O:36])[CH3:37].[OH2:29].[OH:27][OH:28]>>[Br:1][c:2]1[c:3]([CH:10]([c:11]2[c:12]([F:18])[cH:13][cH:14][c:15]([F:17])[cH:16]2)[S:19]([c:20]2[cH:21][cH:22][c:23]([Cl:26])[cH:24][cH:25]2)(=[O:29])=[O:31])[cH:4][c:5]([CH2:8][OH:9])[n:6][cH:7]1. The reactants are CC(=O)c1cccc(CBr)c1, O=C([O-])[O-], CCCCc1nc(C)[nH]c(=O)c1Cc1ccc(-c2ccccc2C#N)cc1, CN(C)C=O, CCOC(C)=O, [K+], [K+]. Yields the product CCCCc1nc(C)n(Cc2cccc(C(C)=O)c2)c(=O)c1Cc1ccc(-c2ccccc2C#N)cc1. RXN SMILES: [Br:34][CH2:35][c:36]1[cH:37][c:38]([C:42]([CH3:43])=[O:44])[cH:39][cH:40][cH:41]1.[C:28](=[O:29])([O-:30])[O-:31].[CH2:1]([CH2:2][CH2:3][CH3:4])[c:5]1[n:6][c:7]([CH3:27])[nH:8][c:9](=[O:26])[c:10]1[CH2:11][c:12]1[cH:13][cH:14][c:15](-[c:18]2[c:19]([C:24]#[N:25])[cH:20][cH:21][cH:22][cH:23]2)[cH:16][cH:17]1.[CH3:45][N:46]([CH3:47])[CH:48]=[O:49].[CH3:50][CH2:51][O:52][C:53](=[O:54])[CH3:55].[K+:32].[K+:33]>>[CH2:1]([CH2:2][CH2:3][CH3:4])[c:5]1[n:6][c:7]([CH3:27])[n:8]([CH2:35][c:36]2[cH:37][c:38]([C:42]([CH3:43])=[O:44])[cH:39][cH:40][cH:41]2)[c:9](=[O:26])[c:10]1[CH2:11][c:12]1[cH:13][cH:14][c:15](-[c:18]2[c:19]([C:24]#[N:25])[cH:20][cH:21][cH:22][cH:23]2)[cH:16][cH:17]1. Reactants: CCOC(=O)c1nc(Cl)c2c(c(Cl)cn2Cc2ccccc2)c1O, CC[Sn](CC)(CC)CC, CCOC(C)=O, CN(C)C=O, Cl[Pd]Cl, c1ccc(P(c2ccccc2)c2ccccc2)cc1, c1ccc(P(c2ccccc2)c2ccccc2)cc1. Product: CCOC(=O)c1nc(CC)c2c(c(Cl)cn2Cc2ccccc2)c1O. Reaction SMILES: [CH2:1]([CH3:2])[O:3][C:4](=[O:5])[c:6]1[c:7]([OH:24])[c:8]2[c:9]([c:10]([Cl:12])[n:11]1)[n:13]([CH2:17][c:18]1[cH:19][cH:20][cH:21][cH:22][cH:23]1)[cH:14][c:15]2[Cl:16].[CH2:25]([CH3:26])[Sn:27]([CH2:28][CH3:29])([CH2:30][CH3:31])[CH2:32][CH3:33].[CH3:39][CH2:40][O:41][C:42]([CH3:43])=[O:44].[O:34]=[CH:35][N:36]([CH3:37])[CH3:38].[Pd:45]([Cl:46])[Cl:47].[c:48]1([P:49]([c:50]2[cH:51][cH:52][cH:53][cH:54][cH:55]2)[c:56]2[cH:57][cH:58][cH:59][cH:60][cH:61]2)[cH:62][cH:63][cH:64][cH:65][cH:66]1.[c:67]1([P:68]([c:69]2[cH:70][cH:71][cH:72][cH:73][cH:74]2)[c:75]2[cH:76][cH:77][cH:78][cH:79][cH:80]2)[cH:81][cH:82][cH:83][cH:84][cH:85]1>>[CH2:1]([CH3:2])[O:3][C:4](=[O:5])[c:6]1[c:7]([OH:24])[c:8]2[c:9]([c:10]([CH2:25][CH3:26])[n:11]1)[n:13]([CH2:17][c:18]1[cH:19][cH:20][cH:21][cH:22][cH:23]1)[cH:14][c:15]2[Cl:16].